The task is: describe an organic reaction: reactants, conditions, products, and yield. This data is from the Open Reaction Database (ORD), a public repository of structured organic reaction records. The reactants are CC(=O)O, O=C(NCCc1ccc(Cl)cc1)C(F)(F)F, O, O=S(=O)(O)O. Product: O=C(N1CCc2ccc(Cl)cc2C1)C(F)(F)F. As a reaction SMILES: [CH3:6][C:7](=[O:8])[OH:9].[Cl:10][c:11]1[cH:12][cH:13][c:14]([CH2:17][CH2:18][NH:19][C:20]([C:21]([F:22])([F:23])[F:24])=[O:25])[cH:15][cH:16]1.[OH2:26].[S:1](=[O:2])(=[O:3])([OH:4])[OH:5]>>[CH2:6]1[c:13]2[cH:12][c:11]([Cl:10])[cH:16][cH:15][c:14]2[CH2:17][CH2:18][N:19]1[C:20]([C:21]([F:22])([F:23])[F:24])=[O:25]. Reactants: ClC1=NC=C(C(=N1)Cl)C(=O)OCC (2,4-dichloro-5-ethoxycarbonylpyrimidine), C(#N)CC1=CC=C(N)C=C1 (4-cyanomethylaniline). The product is C(#N)CC1=CC=C(C=C1)NC1=NC=C(C(=N1)NC1=CC=C(C=C1)CC#N)C(=O)OCC (N2,N4-bis(4-cyanomethylphenyl)-5-ethoxycarbonyl-2,4-pyrimidinediamine). Reaction SMILES: Cl[C:2]1[N:7]=[C:6](Cl)[C:5]([C:9]([O:11][CH2:12][CH3:13])=[O:10])=[CH:4][N:3]=1.[C:14]([CH2:16][C:17]1[CH:23]=[CH:22][C:20]([NH2:21])=[CH:19][CH:18]=1)#[N:15]>>[C:14]([CH2:16][C:17]1[CH:23]=[CH:22][C:20]([NH:21][C:2]2[N:7]=[C:6]([NH:21][C:20]3[CH:22]=[CH:23][C:17]([CH2:16][C:14]#[N:15])=[CH:18][CH:19]=3)[C:5]([C:9]([O:11][CH2:12][CH3:13])=[O:10])=[CH:4][N:3]=2)=[CH:19][CH:18]=1)#[N:15]. Procedure: In like manner to N2,N4-bis(3-hydroxyphenyl)-5-ethoxycarbonyl-2,4-pyrimidinediamine, 2,4-dichloro-5-ethoxycarbonylpyrimidine and 4-cyanomethylaniline were reacted to yield N2,N4-bis(4-cyanomethylphenyl)-5-ethoxycarbonyl-2,4-pyrimidinediamine. 1H NMR (DMSO-d6): δ 8.72 (s, 1H), 7.64 (m, 4H), 7.32 (d, 2H, J=8.7 Hz), 7.21 (d, 2H, J=8.4 Hz), 4.3 (q, 2H, J=7.0 Hz), 3.97 (s, 2H), 3.89 (s, 2H), 1.32 (3H, J=7 Hz); LCMS: ret. time: 30.83 min.; purity: 90%; MS (m/e): 413 (MH+). Reactants: ClC1(C(C1(C)C)C1=CC=C(C=C1)OC)Cl (p-(2,2-dichloro-3,3-dimethylcyclopropyl)anisole), B(Br)(Br)Br (boron tribromide), ( c ). The product is ClC1(C(C1(C)C)C1=CC=C(C=C1)O)Cl (p-(2,2-Dichloro-3,3-dimethylcyclopropyl)phenol). As a reaction SMILES: [Cl:1][C:2]1([Cl:15])[C:4]([CH3:6])([CH3:5])[CH:3]1[C:7]1[CH:12]=[CH:11][C:10]([O:13]C)=[CH:9][CH:8]=1.B(Br)(Br)Br>>[Cl:1][C:2]1([Cl:15])[C:4]([CH3:6])([CH3:5])[CH:3]1[C:7]1[CH:8]=[CH:9][C:10]([OH:13])=[CH:11][CH:12]=1. Reported procedure: p-(2,2-Dichloro-3,3-dimethylcyclopropyl)phenol was prepared from 65.8 g. of p-(2,2-dichloro-3,3-dimethylcyclopropyl)anisole and 37.5 g. of boron tribromide according to the procedure described above in Example 1, part (c). There was thus obtained 23.5 g. of p-(2,2-dichloro-3,3-dimethylcyclopropyl)phenol, m.p. 111°-111.5°C. when recrystallized from a benzene-hexane mixture. Reactants: [N+](=O)([O-])C=1C=C2C=NN(C2=CC1)C1CCN(CC1)C(=O)OC(C)(C)C (tert-Butyl 4-(5-nitro-1H-indazol-1-yl)piperidine-1-carboxylate), [H][H] (hydrogen). Reagents/catalysts: [Pd] (palladium on carbon). The solvent is C(C)O (ethanol). Yields the product NC=1C=C2C=NN(C2=CC1)C1CCN(CC1)C(=O)OC(C)(C)C (tert-Butyl 4-(5-amino-1H-indazol-1-yl)piperidine-1-carboxylate). Isolated yield 97.9%. Reaction SMILES: [N+:1]([C:4]1[CH:5]=[C:6]2[C:10](=[CH:11][CH:12]=1)[N:9]([CH:13]1[CH2:18][CH2:17][N:16]([C:19]([O:21][C:22]([CH3:25])([CH3:24])[CH3:23])=[O:20])[CH2:15][CH2:14]1)[N:8]=[CH:7]2)([O-])=O.[H][H]>[Pd].C(O)C>[NH2:1][C:4]1[CH:5]=[C:6]2[C:10](=[CH:11][CH:12]=1)[N:9]([CH:13]1[CH2:18][CH2:17][N:16]([C:19]([O:21][C:22]([CH3:25])([CH3:24])[CH3:23])=[O:20])[CH2:15][CH2:14]1)[N:8]=[CH:7]2. Procedure details: tert-Butyl 4-(5-nitro-1H-indazol-1-yl)piperidine-1-carboxylate (6.78 mmol, 2.35 g) and 10% palladium on carbon (0.136 mmol, 0.144 g) were combined and stirred in ethanol (50 mL) under 5 bar hydrogen for 1 hour. The reaction mixture was filtered and the filtrate concentrated under vacuum to afford the title compound (2.1 g). Reactants: C(#N)[BH3-].[Na+] (sodium cyanoborohydride), ClC=1C=C(C=CC1Cl)C(CN(C(C1=CC=CC=C1)=O)C)CC=O (N-[2-(3,4-Dichlorophenyl)-4-oxobutyl]-N-methylbenzamide), O=C1N(CCC1)C1CCNCC1 (4-(2-oxopyrrolidin-1-yl)piperidine), C(C)(=O)O (acetic acid). The solvent is C([O-])(O)=O.[Na+] (sodium bicarbonate), CO (methanol), CO (methanol), CO (methanol). Reaction conditions: time 5 minute. The product is Cl.ClC=1C=C(C=CC1Cl)C(CN(C(C1=CC=CC=C1)=O)C)CCN1CCC(CC1)N1C(CCC1)=O (N-[2-(3,4-Dichlorophenyl)-4-[4-(2-oxopyrrolidin-1-yl)piperidino]butyl]-N-methylbenzamide hydrochloride). Yield: 149.4%. As a reaction SMILES: [Cl:1][C:2]1[CH:3]=[C:4]([CH:9]([CH2:21][CH:22]=O)[CH2:10][N:11]([CH3:20])[C:12](=[O:19])[C:13]2[CH:18]=[CH:17][CH:16]=[CH:15][CH:14]=2)[CH:5]=[CH:6][C:7]=1[Cl:8].[O:24]=[C:25]1[CH2:29][CH2:28][CH2:27][N:26]1[CH:30]1[CH2:35][CH2:34][NH:33][CH2:32][CH2:31]1.C(O)(=O)C.C([BH3-])#N.[Na+]>CO.C(=O)(O)[O-].[Na+]>[ClH:1].[Cl:1][C:2]1[CH:3]=[C:4]([CH:9]([CH2:21][CH2:22][N:33]2[CH2:32][CH2:31][CH:30]([N:26]3[CH2:27][CH2:28][CH2:29][C:25]3=[O:24])[CH2:35][CH2:34]2)[CH2:10][N:11]([CH3:20])[C:12](=[O:19])[C:13]2[CH:14]=[CH:15][CH:16]=[CH:17][CH:18]=2)[CH:5]=[CH:6][C:7]=1[Cl:8] |f:3.4,6.7,8.9|. Procedure details: N-[2-(3,4-Dichlorophenyl)-4-oxobutyl]-N-methylbenzamide (870 mg) in methanol (2.4 mL) was added to a solution of 4-(2-oxopyrrolidin-1-yl)piperidine (0.460 g) and acetic acid (0.16 mL) in methanol (2.4 mL). After 5 minutes, sodium cyanoborohydride (0.173 g) in methanol (2.4 mL) was added in a single portion. After being stirred for 3 hours, the reaction mixture was diluted with aqueous sodium bicarbonate, stirred for 30 minutes, and extracted with dichloromethane. The organic extracts were dried,...